This data is from the Open Reaction Database (ORD), a public repository of structured organic reaction records. The task is: describe an organic reaction: reactants, conditions, products, and yield The reactants are CC1=C(C=CC=C1)CC(=O)Cl (2-methylbenzeneacetyl chloride), N1(C=NC=C1)C(CC)C1=CC(=C(C=C1)N)[N+](=O)[O-] (4-[1-(1H-imidazol-1-yl)propyl]-2-nitrobenzenamine), ice water. The solvent is ClCCCl (1,2-dichloroethane). Product: N1(C=NC=C1)C(CC)C1=CC(=C(C=C1)NC(CC1=C(C=CC=C1)C)=O)[N+](=O)[O-] (N-[4-[1-(1H-imidazol-1-yl)propyl]-2-nitrophenyl]-2-methylbenzeneacetamide). The yield is 89.3%. As a reaction SMILES: [N:1]1([CH:6]([C:9]2[CH:14]=[CH:13][C:12]([NH2:15])=[C:11]([N+:16]([O-:18])=[O:17])[CH:10]=2)[CH2:7][CH3:8])[CH:5]=[CH:4][N:3]=[CH:2]1.[CH3:19][C:20]1[CH:25]=[CH:24][CH:23]=[CH:22][C:21]=1[CH2:26][C:27](Cl)=[O:28]>ClCCCl>[N:1]1([CH:6]([C:9]2[CH:14]=[CH:13][C:12]([NH:15][C:27](=[O:28])[CH2:26][C:21]3[CH:22]=[CH:23][CH:24]=[CH:25][C:20]=3[CH3:19])=[C:11]([N+:16]([O-:18])=[O:17])[CH:10]=2)[CH2:7][CH3:8])[CH:5]=[CH:4][N:3]=[CH:2]1. Procedure details: To a stirred and cooled (0° C.) solution of 7 parts of 4-[1-(1H-imidazol-1-yl)propyl]-2-nitrobenzenamine in 126 parts of 1,2-dichloroethane were added 9.6 parts of 2-methylbenzeneacetyl chloride. After stirring for 12 hours at room temperature, the reaction mixture was poured into ice water and the product was extracted with dichloromethane. The extract was dried, filtered and evaporated in vacuo. The oily residue was purified by column chromatography over silica gel using a mixture of dichlorom...